Dataset: the Open Reaction Database (ORD), a public repository of structured organic reaction records. Task: describe an organic reaction: reactants, conditions, products, and yield Reactants: CCOC(=O)C(C)(C)c1ccc(CN(Cc2cccc(OCC(=O)OC(C)(C)C)c2)S(=O)(=O)c2cccnc2)cc1, CO, [Na+], [OH-]. Product: CCOC(=O)C(C)(C)c1ccc(CN(Cc2cccc(OCC(=O)O)c2)S(=O)(=O)c2cccnc2)cc1. RXN SMILES: [CH2:1]([CH3:2])[O:3][C:4]([C:5]([CH3:6])([CH3:7])[c:8]1[cH:9][cH:10][c:11]([CH2:14][N:15]([S:16](=[O:17])(=[O:18])[c:19]2[cH:20][n:21][cH:22][cH:23][cH:24]2)[CH2:25][c:26]2[cH:27][c:28]([O:32][CH2:33][C:34](=[O:35])[O:36][C:37]([CH3:38])([CH3:39])[CH3:40])[cH:29][cH:30][cH:31]2)[cH:12][cH:13]1)=[O:41].[CH3:44][OH:45].[Na+:43].[OH-:42]>>[CH2:1]([CH3:2])[O:3][C:4]([C:5]([CH3:6])([CH3:7])[c:8]1[cH:9][cH:10][c:11]([CH2:14][N:15]([S:16](=[O:17])(=[O:18])[c:19]2[cH:20][n:21][cH:22][cH:23][cH:24]2)[CH2:25][c:26]2[cH:27][c:28]([O:32][CH2:33][C:34](=[O:35])[OH:36])[cH:29][cH:30][cH:31]2)[cH:12][cH:13]1)=[O:41]. The reactants are [BH4-].[Na+] (Sodium borohydride), ClC=1C=C(C=CC1C#N)C1=NN(C=C1)C[C@H](C)NC(=O)C=1N=CN(C1)CCC(C)=O ((S)—N-{1-[3-(3-chloro-4-cyanophenyl)-1H-pyrazol-1-yl]propan-2-yl}-1-(3-oxobutyl)-1H-imidazole-4-carboxamide), O (water). The solvent is C(C)O (ethanol). Reaction conditions: time 3 hour. Product: ClC=1C=C(C=CC1C#N)C1=NN(C=C1)C[C@H](C)NC(=O)C=1N=CN(C1)CCC(C)O (N-{(S)-1-[3-(3-Chloro-4-cyanophenyl)-1H-pyrazol-1-yl]propan-2-yl}-1-(3-hydroxybutyl)-1H-imidazole-4-carboxamide). Reaction SMILES: [BH4-].[Na+].[Cl:3][C:4]1[CH:5]=[C:6]([C:12]2[CH:16]=[CH:15][N:14]([CH2:17][C@@H:18]([NH:20][C:21]([C:23]3[N:24]=[CH:25][N:26]([CH2:28][CH2:29][C:30](=[O:32])[CH3:31])[CH:27]=3)=[O:22])[CH3:19])[N:13]=2)[CH:7]=[CH:8][C:9]=1[C:10]#[N:11].O>C(O)C>[Cl:3][C:4]1[CH:5]=[C:6]([C:12]2[CH:16]=[CH:15][N:14]([CH2:17][C@@H:18]([NH:20][C:21]([C:23]3[N:24]=[CH:25][N:26]([CH2:28][CH2:29][CH:30]([OH:32])[CH3:31])[CH:27]=3)=[O:22])[CH3:19])[N:13]=2)[CH:7]=[CH:8][C:9]=1[C:10]#[N:11] |f:0.1|. Reported procedure: Sodium borohydride (9.8 mg, 0.26 mmol) was added to a solution of (S)—N-{1-[3-(3-chloro-4-cyanophenyl)-1H-pyrazol-1-yl]propan-2-yl}-1-(3-oxobutyl)-1H-imidazole-4-carboxamide (100 mg, 0.24 mmol) in ethanol (3 ml) at RT. Thereafter the reaction mixture was stirred at RT for 3 h. Then water was added and the product was extracted into ethyl acetate. The combined organic layers were washed with water and dried. The solvent was evaporated to obtain the title compound. 1H NMR (400 MHz, CDCl3): 1.21 (3... Starting materials: BrC1=CC=C(C=C1)C1(CCC1)CO ([1-(4-bromophenyl)cyclobutyl]methanol), BrC=1C(=C2C(=CNC2=CC1F)C=O)F (5-bromo-4,6-difluoro-1H-indole-3-carbaldehyde). Yields the product FC1=C2C(=CNC2=CC(=C1C1=CC=C(C=C1)C1(CCC1)CO)F)C=O (4,6-difluoro-5-(4-(1-(hydroxymethyl)cyclobutyl)phenyl)-1H-indole-3-carbaldehyde). As a reaction SMILES: Br[C:2]1[CH:7]=[CH:6][C:5]([C:8]2([CH2:12][OH:13])[CH2:11][CH2:10][CH2:9]2)=[CH:4][CH:3]=1.Br[C:15]1[C:16]([F:27])=[C:17]2[C:21](=[CH:22][C:23]=1[F:24])[NH:20][CH:19]=[C:18]2[CH:25]=[O:26]>>[F:27][C:16]1[C:15]([C:2]2[CH:7]=[CH:6][C:5]([C:8]3([CH2:12][OH:13])[CH2:11][CH2:10][CH2:9]3)=[CH:4][CH:3]=2)=[C:23]([F:24])[CH:22]=[C:21]2[C:17]=1[C:18]([CH:25]=[O:26])=[CH:19][NH:20]2. Procedure details: [1-(4-bromophenyl)cyclobutyl]methanol, prepared as described in Example 72 (steps 1 and 2), is treated with 5-bromo-4,6-difluoro-1H-indole-3-carbaldehyde, prepared as described in Example 6 (steps 1-4), in a manner similar as described in Example 6 step 5 to provide the title compound. Reactants: C1(CC1)N1C=C(C(C2=CC(=C(C(=C12)F)F)F)=O)C(=O)O (1-cyclopropyl-6,7,8-trifluoro-1,4-dihydro-4-oxoquinoline-3-carboxylic acid), CNCCC1CNCCO1 (2-(2-methylaminoethyl)morpholine). The product is C1(CC1)N1C=C(C(C2=CC(=C(C(=C12)F)N1CC(OCC1)CCNC)F)=O)C(=O)O (1-cyclopropyl-6,8-difluoro-1,4-dihydro-7-[2-(2-methylaminoethyl)morpholino]-4-oxoquinoline-3-carboxylic acid). As a reaction SMILES: [CH:1]1([N:4]2[C:13]3[C:8](=[CH:9][C:10]([F:16])=[C:11](F)[C:12]=3[F:14])[C:7](=[O:17])[C:6]([C:18]([OH:20])=[O:19])=[CH:5]2)[CH2:3][CH2:2]1.[CH3:21][NH:22][CH2:23][CH2:24][CH:25]1[O:30][CH2:29][CH2:28][NH:27][CH2:26]1>>[CH:1]1([N:4]2[C:13]3[C:8](=[CH:9][C:10]([F:16])=[C:11]([N:27]4[CH2:28][CH2:29][O:30][CH:25]([CH2:24][CH2:23][NH:22][CH3:21])[CH2:26]4)[C:12]=3[F:14])[C:7](=[O:17])[C:6]([C:18]([OH:20])=[O:19])=[CH:5]2)[CH2:2][CH2:3]1. Reported procedure: By the use of 1-cyclopropyl-6,7,8-trifluoro-1,4-dihydro-4-oxoquinoline-3-carboxylic acid and 2-(2-methylaminoethyl)morpholine, the reaction is similarly carried out as Example 11 to give 1-cyclopropyl-6,8-difluoro-1,4-dihydro-7-[2-(2-methylaminoethyl)morpholino]-4-oxoquinoline-3-carboxylic acid 1/4 hydrate, melting at 243°-251° C. with decomposition. Starting materials: C1(=CC=C(C=C1)COC1=CC=C(C=C1)CC(=O)NCCN(C)C)C1=CC=CC=C1 (2-(4-([1,1′-biphenyl]-4-ylmethoxy)phenyl)-N-(2-(dimethylamino)ethyl)acetamide), ClC1=CC(=CC=C1)C(=O)OO (m-chloroperbenzoic acid). Solvent: CC(=O)C (acetone). Reaction conditions: time 18 hour. Yields the product C1(=CC=C(C=C1)COC1=CC=C(C=C1)CC(=O)NCC[N+]([O-])(C)C)C1=CC=CC=C1 (2-(4-([1,1′-Biphenyl]-4-ylmethoxy)phenyl)-N-(2-(dimethylnitroryl)ethyl)acetamide). Yield: 48.0%. Reaction SMILES: [C:1]1([C:24]2[CH:29]=[CH:28][CH:27]=[CH:26][CH:25]=2)[CH:6]=[CH:5][C:4]([CH2:7][O:8][C:9]2[CH:14]=[CH:13][C:12]([CH2:15][C:16]([NH:18][CH2:19][CH2:20][N:21]([CH3:23])[CH3:22])=[O:17])=[CH:11][CH:10]=2)=[CH:3][CH:2]=1.ClC1C=CC=C(C(OO)=[O:38])C=1>CC(C)=O>[C:1]1([C:24]2[CH:25]=[CH:26][CH:27]=[CH:28][CH:29]=2)[CH:2]=[CH:3][C:4]([CH2:7][O:8][C:9]2[CH:14]=[CH:13][C:12]([CH2:15][C:16]([NH:18][CH2:19][CH2:20][N+:21]([CH3:23])([CH3:22])[O-:38])=[O:17])=[CH:11][CH:10]=2)=[CH:5][CH:6]=1. Reported procedure: To a solution of 2-(4-([1,1′-biphenyl]-4-ylmethoxy)phenyl)-N-(2-(dimethylamino)ethyl)acetamide (0.2 g) in acetone (30 ml) was added m-chloroperbenzoic acid (0.2 g) and stirring was continued at room temperature for 18 hr. The reaction mixture was concentrated. The residue was recrystallized twice from ethyl acetate to obtain the titled compound (0.1 g). Reactants: ClCCC(C)(O)C1=C(C=CC=C1)C1=CC=CC=C1 (1-chloro-3-p-biphenylylbutan-3-ol), C1(=CC=CC=C1)C1=CC=CC=C1 (biphenyl), ClCCC(=O)Cl (3-chloropropionyl chloride), ClCCC(=O)C1=CC=C(C=C1)C1=CC=CC=C1 (4-(3-chloropropionyl)-biphenyl), C[Mg]I (CH3MgI), BrCCC(C)(O)C1=C(C=CC=C1)C1=CC=CC=C1 (1-bromo-3-p-biphenylyl-butan-3-ol), C1(=CC=C(C=C1)S(=O)(=O)OCCC(C)(O)C1=C(C=CC=C1)C1=CC=CC=C1)C (1-p-toluenesulfonyloxy-3-p-biphenylyl-butan-3-ol), CN (methylamine). Run in CO (methanol). Yields the product CNCCC(C)(O)C1=C(C=CC=C1)C1=CC=CC=C1 (1-methylamino-3-p-biphenylyl-butan-3-ol). RXN SMILES: Cl[CH2:2][CH2:3][C:4]([C:7]1[CH:12]=[CH:11][CH:10]=[CH:9][C:8]=1[C:13]1[CH:18]=[CH:17][CH:16]=[CH:15][CH:14]=1)([OH:6])[CH3:5].C1(C2C=CC=CC=2)C=CC=CC=1.ClCCC(Cl)=O.ClCCC(C1C=CC(C2C=CC=CC=2)=CC=1)=O.C[Mg]I.BrCCC(C1C=CC=CC=1C1C=CC=CC=1)(O)C.C1(C)C=CC(S(OCCC(C2C=CC=CC=2C2C=CC=CC=2)(O)C)(=O)=O)=CC=1.[CH3:103][NH2:104]>CO>[CH3:103][NH:104][CH2:2][CH2:3][C:4]([C:7]1[CH:12]=[CH:11][CH:10]=[CH:9][C:8]=1[C:13]1[CH:18]=[CH:17][CH:16]=[CH:15][CH:14]=1)([OH:6])[CH3:5]. Procedure details: A solution of 2.6 g of 1-chloro-3-p-biphenylylbutan-3-ol [m.p. 68°-70°; obtainable by a Friedel-Crafts reaction of biphenyl with 3-chloropropionyl chloride to give 4-(3-chloropropionyl)-biphenyl and reaction with CH3MgI; or 3.05 g of 1-bromo-3-p-biphenylyl-butan-3-ol or 3.96 g of 1-p-toluenesulfonyloxy-3-p-biphenylyl-butan-3-ol] and 30 g of methylamine in 100 ml of methanol is heated at 120° for 2 hours in an autoclave. After cooling and working up in the customary manner, 1-methylamino-3-p-biph... As a reaction SMILES: [C:16]([CH3:18])([CH3:19])([O:20][OH:17])[CH3:21].[CH3:22][c:23]1[cH:24][cH:25][cH:26][cH:27][cH:28]1.[CH3:29][C:30]#[N:31].[CH3:32][CH:33]([CH3:34])[O-:35].[CH3:37][CH:38]([CH3:39])[O-:40].[CH3:41][CH:42]([CH3:43])[O-:44].[CH3:45][CH:46]([CH3:47])[O-:48].[Cl:1][c:2]1[cH:3][c:4]2[c:8]([cH:9][cH:10]1)[C:7](=[O:11])[CH:6]([C:12](=[O:13])[O:14][CH3:15])[CH2:5]2.[Zr+4:36]>>[Cl:1][c:2]1[cH:3][c:4]2[c:8]([cH:9][cH:10]1)[C:7](=[O:11])[C:6]([C:12](=[O:13])[O:14][CH3:15])([OH:20])[CH2:5]2. Starting materials: CC(C)(C)OO, Cc1ccccc1, CC#N, CC(C)[O-], CC(C)[O-], CC(C)[O-], CC(C)[O-], COC(=O)C1Cc2cc(Cl)ccc2C1=O, [Zr+4]. The product is COC(=O)C1(O)Cc2cc(Cl)ccc2C1=O. The reactants are O=C1NC2=C(N1CC(=O)OC(C)(C)C)C=CC=C2 (tert-butyl (2-oxo-2,3-dihydro-1H-benzimidazol-1-yl)acetate), BrC=1C=CC2=C(N(C(N2)=O)CC(=O)OC(C)(C)C)C1 (tert-butyl (6-bromo-2-oxo-2,3-dihydro-1H-benzimidazol-1-yl)acetate). The product is BrC=1C=CC2=C(N(C(N2C2=NC=CC=C2)=O)CC(=O)O)C1 ((6-Bromo-2-oxo-3-pyridin-2-yl-2,3-dihydro-1H-benzimidazol-1-yl)acetic acid). Reaction SMILES: O=C1[N:6](CC(OC(C)(C)C)=O)[C:5]2[CH:15]=[CH:16][CH:17]=[CH:18]C=2N1.[Br:19][C:20]1[CH:21]=[CH:22][C:23]2[NH:27][C:26](=[O:28])[N:25]([CH2:29][C:30]([O:32]C(C)(C)C)=[O:31])[C:24]=2[CH:37]=1>>[Br:19][C:20]1[CH:21]=[CH:22][C:23]2[N:27]([C:18]3[CH:17]=[CH:16][CH:15]=[CH:5][N:6]=3)[C:26](=[O:28])[N:25]([CH2:29][C:30]([OH:32])=[O:31])[C:24]=2[CH:37]=1. Procedure details: Essentially following the procedures described for Intermediate 4, but using tert-butyl (6-bromo-2-oxo-2,3-dihydro-1H-benzimidazol-1-yl)acetate in place of tert-butyl (2-oxo-3-pyridin-2-yl-2,3-dihydro-1H-benzimidazol-1-yl)acetate, the title compound was prepared. MS: m/z=348 (M+1).